Dataset: the Open Reaction Database (ORD), a public repository of structured organic reaction records. Task: describe an organic reaction: reactants, conditions, products, and yield The reactants are ClC1=CC=C(CN)C=C1 (4-chlorobenzylamine), ClC1=NC=C(C=C1[N+](=O)[O-])Cl (2,5-dichloro-3-nitropyridine), O (water). Solvent: C=1(C(=CC=CC1)C)C (xylene), CC1=NC=C(C=C1)CC (2-methyl-5-ethylpyridine). Yields the product ClC1=CC=C(C=C1)CNC1=NC=C(C=C1[N+](=O)[O-])Cl (2-(4-chlorophenylmethylamino)-3-nitro-5-chloropyridine). The yield is 87.0%. As a reaction SMILES: [Cl:1][C:2]1[CH:9]=[CH:8][C:5]([CH2:6][NH2:7])=[CH:4][CH:3]=1.Cl[C:11]1[C:16]([N+:17]([O-:19])=[O:18])=[CH:15][C:14]([Cl:20])=[CH:13][N:12]=1.O>C1(C)C(C)=CC=CC=1.CC1C=CC(CC)=CN=1>[Cl:1][C:2]1[CH:9]=[CH:8][C:5]([CH2:6][NH:7][C:11]2[C:16]([N+:17]([O-:19])=[O:18])=[CH:15][C:14]([Cl:20])=[CH:13][N:12]=2)=[CH:4][CH:3]=1. Procedure details: A solution of 20.9 g of 4-chlorobenzylamine and 15.7 g of 2,5-dichloro-3-nitropyridine in 250 ml of xylene and 20 ml of 2-methyl-5-ethylpyridine is refluxed for 30 hours. After cooling, water is added to the reaction mixture, the resulting mixture is then extracted with ethyl acetate and the organic phase is washed with a dilute solution of hydrochloric acid and dried over magnesium sulfate. The solvent is evaporated off under vacuum and the residue obtained crystallizes from isopropyl ether to ... Reported procedure: 5-Fluoro-3-methyl-benzo[b]thiophene-2-sulfonic acid(2-methanesulfonyl-4-piperidin-4-yl-phenyl)-amide hydrochloride (cf. Example 20 g, 6 mg) was run through an HPLC-column with acetonitrile/water/formic acid to obtain the title compound (3 mg) as an off-white foam. MS (ISP): 483.3 (M+H)+ The reactants are Cl.CS(=O)(=O)C1=C(C=CC(=C1)C1CCNCC1)NS(=O)(=O)C1=C(C2=C(S1)C=CC(=C2)F)C (5-Fluoro-3-methyl-benzo[b]thiophene-2-sulfonic acid(2-methanesulfonyl-4-piperidin-4-yl-phenyl)-amide hydrochloride). Run in C(C)#N.O.C(=O)O (acetonitrile water formic acid). Isolated yield 0.0%. RXN SMILES: Cl.[CH3:2][S:3]([C:6]1[CH:11]=[C:10]([CH:12]2[CH2:17][CH2:16][NH:15][CH2:14][CH2:13]2)[CH:9]=[CH:8][C:7]=1[NH:18][S:19]([C:22]1[S:26][C:25]2[CH:27]=[CH:28][C:29]([F:31])=[CH:30][C:24]=2[C:23]=1[CH3:32])(=[O:21])=[O:20])(=[O:5])=[O:4]>C(#N)C.O.C(O)=O>[CH3:2][S:3]([C:6]1[CH:11]=[C:10]([CH:12]2[CH2:13][CH2:14][NH:15][CH2:16][CH2:17]2)[CH:9]=[CH:8][C:7]=1[NH:18][S:19]([C:22]1[S:26][C:25]2[CH:27]=[CH:28][C:29]([F:31])=[CH:30][C:24]=2[C:23]=1[CH3:32])(=[O:20])=[O:21])(=[O:4])=[O:5] |f:0.1,2.3.4|. Product: CS(=O)(=O)C1=C(C=CC(=C1)C1CCNCC1)NS(=O)(=O)C1=C(C2=C(S1)C=CC(=C2)F)C (5-Fluoro-3-methyl-benzo[b]thiophene-2-sulfonic acid(2-methanesulfonyl-4-piperidin-4-yl-phenyl)-amide). Starting materials: ClC=1C=C(CN2N=C(C3=CC=CC(=C23)OCCCl)S(=O)(=O)C2=CC=CC3=CC=CC=C23)C=CC1 (1-(3-chloro-benzyl)-7-(2-chloro-ethoxy)-3-(naphthalene-1-sulfonyl)-1-H-indazole), [N-]=[N+]=[N-].[Na+] (sodium azide). The solvent is CS(=O)C (DMSO), O (water). Conditions: temperature 90 celsius, time 3 hour. Yields the product N(=[N+]=[N-])CCOC=1C=CC=C2C(=NNC12)S(=O)(=O)C1=CC=CC2=CC=CC=C12 (7-(2-Azido-ethoxy)-3-(naphthalene-1-sulfonyl)-1-H-indazole), solid. The yield is 89.8%. Reaction SMILES: ClC1C=C(C=CC=1)C[N:6]1[C:14]2[C:9](=[CH:10][CH:11]=[CH:12][C:13]=2[O:15][CH2:16][CH2:17]Cl)[C:8]([S:19]([C:22]2[C:31]3[C:26](=[CH:27][CH:28]=[CH:29][CH:30]=3)[CH:25]=[CH:24][CH:23]=2)(=[O:21])=[O:20])=[N:7]1.[N-:35]=[N+:36]=[N-:37].[Na+]>CS(C)=O.O>[N:35]([CH2:17][CH2:16][O:15][C:13]1[CH:12]=[CH:11][CH:10]=[C:9]2[C:14]=1[NH:6][N:7]=[C:8]2[S:19]([C:22]1[C:31]2[C:26](=[CH:27][CH:28]=[CH:29][CH:30]=2)[CH:25]=[CH:24][CH:23]=1)(=[O:20])=[O:21])=[N+:36]=[N-:37] |f:1.2|. Procedure details: A mixture of 1-(3-chloro-benzyl)-7-(2-chloro-ethoxy)-3-(naphthalene-1-sulfonyl)-1-H-indazole (0.25 g, 0.49 mmoles) and sodium azide (0.04 g, 0.58 mmoles) in DMSO (3 mL) was stirred together in a round bottom flask under nitrogen at 90° C. for 3 hours. Reaction mixture was cooled to room temperature, diluted with water, extracted with EtOAC, washed with water (2×), brine (1×), dried over Na2SO4, and concentrated under vacuum to afford the title compound as an off white solid (0.23 g, 0.44 mmoles)... Reactants: CCC(CC(=O)Nc1ccc(C(F)(F)F)cc1)OS(=O)(=O)c1ccc(C)cc1, [H-], [Na+], C1CCOC1, O. Yields the product CCC1CC(=O)N1c1ccc(C(F)(F)F)cc1. Reaction SMILES: [F:3][C:4]([c:5]1[cH:6][cH:7][c:8]([NH:11][C:12]([CH2:13][CH:14]([CH2:15][CH3:16])[O:17][S:18]([c:19]2[cH:20][cH:21][c:22]([CH3:23])[cH:24][cH:25]2)(=[O:26])=[O:27])=[O:28])[cH:9][cH:10]1)([F:29])[F:30].[H-:1].[Na+:2].[O:32]1[CH2:33][CH2:34][CH2:35][CH2:36]1.[OH2:31]>>[F:3][C:4]([c:5]1[cH:6][cH:7][c:8]([N:11]2[C:12](=[O:28])[CH2:13][CH:14]2[CH2:15][CH3:16])[cH:9][cH:10]1)([F:29])[F:30]. Reactants: [H][H] (hydrogen), C1(=CC=CC=C1)S(=O)(=O)N1C=CC=2C1=NC=C(C2N[C@H]2C[C@@H](CCC2)O)[N+](=O)[O-] ((1R,3R)-3-(1-Benzenesulfonyl-5-nitro-1H-pyrrolo[2,3-b]pyridin-4-ylamino) cyclohexanol), [H][H] (hydrogen). Reagents/catalysts: [Pd] (Palladium on activated carbon). Solvent: C(C)(C)O (isopropyl alcohol). Conditions: time 2 minute. Yields the product NC=1C(=C2C(=NC1)N(C=C2)S(=O)(=O)C2=CC=CC=C2)N[C@H]2C[C@@H](CCC2)O ((1R,3R)-3-(5-Amino-1-benzenesulfonyl-1H-pyrrolo[2,3-b]pyridin-4-ylamino)-cyclohexanol). Reaction SMILES: [C:1]1([S:7]([N:10]2[C:14]3=[N:15][CH:16]=[C:17]([N+:27]([O-])=O)[C:18]([NH:19][C@@H:20]4[CH2:25][CH2:24][CH2:23][C@@H:22]([OH:26])[CH2:21]4)=[C:13]3[CH:12]=[CH:11]2)(=[O:9])=[O:8])[CH:6]=[CH:5][CH:4]=[CH:3][CH:2]=1.[H][H]>C(O)(C)C.[Pd]>[NH2:27][C:17]1[C:18]([NH:19][C@@H:20]2[CH2:25][CH2:24][CH2:23][C@@H:22]([OH:26])[CH2:21]2)=[C:13]2[CH:12]=[CH:11][N:10]([S:7]([C:1]3[CH:2]=[CH:3][CH:4]=[CH:5][CH:6]=3)(=[O:9])=[O:8])[C:14]2=[N:15][CH:16]=1. Procedure details: To the reaction mixture from the above step containing (1R,3R)-3-(1-Benzenesulfonyl-5-nitro-1H-pyrrolo[2,3-b]pyridin-4-ylamino) cyclohexanol (8.65 mmol) in isopropyl alcohol (30 mL) was added 10% Palladium on activated carbon (718 mg). The reaction mixture was then capped with a 3 way glass valve with a hydrogen gas balloon. The flask was opened to vacuum for two minutes, followed by opening to hydrogen. This purge/flush cycle was repeated 3 times before stirring under a hydrogen atmosphere at r... The reactants are C(C)(C)NC1=CN=CC(=N1)C1=CN(C2=CC=C(C=C12)C1=NC(=NS1)NCC1=CC=C(C=C1)OC)S(=O)(=O)C1=CC=C(C)C=C1 (5-(3-(6-(isopropylamino)pyrazin-2-yl)-1-tosyl-1H-indol-5-yl)-N-(4-methoxybenzyl)-1,2,4-thiadiazol-3-amine). The solvent is C(=O)(C(F)(F)F)O (TFA). Yields the product C(C)(C)NC1=CN=CC(=N1)C1=CN(C2=CC=C(C=C12)C1=NC(=NS1)N)S(=O)(=O)C1=CC=C(C)C=C1 (5-(3-(6-(isopropylamino)pyrazin-2-yl)-1-tosyl-1H-indol-5-yl)-1,2,4-thiadiazol-3-amine). Isolated yield 123.6%. Reaction SMILES: [CH:1]([NH:4][C:5]1[N:10]=[C:9]([C:11]2[C:19]3[C:14](=[CH:15][CH:16]=[C:17]([C:20]4[S:24][N:23]=[C:22]([NH:25]CC5C=CC(OC)=CC=5)[N:21]=4)[CH:18]=3)[N:13]([S:35]([C:38]3[CH:44]=[CH:43][C:41]([CH3:42])=[CH:40][CH:39]=3)(=[O:37])=[O:36])[CH:12]=2)[CH:8]=[N:7][CH:6]=1)([CH3:3])[CH3:2]>C(O)(C(F)(F)F)=O>[CH:1]([NH:4][C:5]1[N:10]=[C:9]([C:11]2[C:19]3[C:14](=[CH:15][CH:16]=[C:17]([C:20]4[S:24][N:23]=[C:22]([NH2:25])[N:21]=4)[CH:18]=3)[N:13]([S:35]([C:38]3[CH:39]=[CH:40][C:41]([CH3:42])=[CH:43][CH:44]=3)(=[O:36])=[O:37])[CH:12]=2)[CH:8]=[N:7][CH:6]=1)([CH3:3])[CH3:2]. Reported procedure: A solution of 5-(3-(6-(isopropylamino)pyrazin-2-yl)-1-tosyl-1H-indol-5-yl)-N-(4-methoxybenzyl)-1,2,4-thiadiazol-3-amine (0.5 g, 0.80 mmol) in TFA (5 mL) was heated in Biotage microwave at 100° C. for 30 min. TFA was removed in vacuo and the residue was washed with Et2O (10 mL) to give the crude 5-(3-(6-(isopropylamino)pyrazin-2-yl)-1-tosyl-1H-indol-5-yl)-1,2,4-thiadiazol-3-amine (0.5 g) as an off yellow solid, which was used for next step without any purification. MS (ESI, pos. ion) m/z: 506.0 (... Reactants: ClC=1C=NC=C(C1SC1=C(C=C(S1)C(=O)Cl)[N+](=O)[O-])Cl (5-[(3,5-dichloro-4-pyridyl)sulfanyl]-4-nitro-thiophene-2-carbonyl chloride), FC1=CC=C(N)C=C1 (4-fluoro-aniline). The product is ClC=1C=NC=C(C1SC1=C(C=C(S1)C(=O)NC1=CC=C(C=C1)F)[N+](=O)[O-])Cl (5-((3,5-dichloropyridin-4-yl)thio)-N-(4-fluorophenyl)-4-nitrothiophene-2-carboxamide), solid. Yield: 41.0%. As a reaction SMILES: [Cl:1][C:2]1[CH:3]=[N:4][CH:5]=[C:6]([Cl:20])[C:7]=1[S:8][C:9]1[S:13][C:12]([C:14](Cl)=[O:15])=[CH:11][C:10]=1[N+:17]([O-:19])=[O:18].[F:21][C:22]1[CH:28]=[CH:27][C:25]([NH2:26])=[CH:24][CH:23]=1>>[Cl:1][C:2]1[CH:3]=[N:4][CH:5]=[C:6]([Cl:20])[C:7]=1[S:8][C:9]1[S:13][C:12]([C:14]([NH:26][C:25]2[CH:27]=[CH:28][C:22]([F:21])=[CH:23][CH:24]=2)=[O:15])=[CH:11][C:10]=1[N+:17]([O-:19])=[O:18]. Reported procedure: Prepared according to the procedure described for example 50 from 5-[(3,5-dichloro-4-pyridyl)sulfanyl]-4-nitro-thiophene-2-carbonyl chloride (120 mg, 0.33 mmol) and 4-fluoro-aniline (43 mg, 0.39 mmol). The title compound was obtained as a solid (60 mg, 41% yield). 1H NMR (400 MHz, d6-DMSO) δ: 10.58 (1H, s), 9.00 (2H, s), 8.69 (1H, s), 7.67 (2H, m), 7.21 (2H, m). MS m/z: 442.06, 444.06 [M+H]+. Reactants: C(CCCC)OC(C(=O)O)C (α-pentyloxypropionic acid), S(=O)(Cl)Cl (thionyl chloride). Yields the product C(CCCC)OC(C(=O)Cl)C (α-pentyloxypropionic acid chloride). RXN SMILES: [CH2:1]([O:6][CH:7]([CH3:11])[C:8](O)=[O:9])[CH2:2][CH2:3][CH2:4][CH3:5].S(Cl)([Cl:14])=O>>[CH2:1]([O:6][CH:7]([CH3:11])[C:8]([Cl:14])=[O:9])[CH2:2][CH2:3][CH2:4][CH3:5]. Reported procedure: 10 ml of thionyl chloride was added to 2.0 g of α-pentyloxypropionic acid and the mixture was refluxed under heat for 2 hours. Excess of thionyl chloride was distilled off to obtain α-pentyloxypropionic acid chloride. 20 ml of dry pyridine was added thereto, and 7.0 g of 5-decyl-2-(4-hydroxyphenyl)pyrimidine dissolved in 50 ml of dry benzene was further added dropwise. After the addition, the mixture was refluxed under heat, charged into ice water and extracted with benzene. The extractwas purif... The reactants are BrC=1C=NC(=NC1)Cl (5-Bromo-2-chloropyrimidine), COC1=CC=C(C=C1)O (p-methoxyphenol), C([O-])([O-])=O.[K+].[K+] (potassium carbonate). Run in C(C)C(=O)C (methyl ethyl ketone). Run at time 6 hour. Product: BrC=1C=NC(=NC1)OC1=CC=C(C=C1)OC (5-Bromo-2-(4-methoxyphenoxy)-pyrimidine). Isolated yield 78.0%. RXN SMILES: [Br:1][C:2]1[CH:3]=[N:4][C:5](Cl)=[N:6][CH:7]=1.[CH3:9][O:10][C:11]1[CH:16]=[CH:15][C:14]([OH:17])=[CH:13][CH:12]=1.C(=O)([O-])[O-].[K+].[K+]>C(C(C)=O)C>[Br:1][C:2]1[CH:3]=[N:4][C:5]([O:17][C:14]2[CH:15]=[CH:16][C:11]([O:10][CH3:9])=[CH:12][CH:13]=2)=[N:6][CH:7]=1 |f:2.3.4|. Procedure details: 5-Bromo-2-chloropyrimidine (3.0 g), p-methoxyphenol (2.5 g), methyl ethyl ketone (50 ml--dried over anhydrous potassium carbonate) and anhydrous potassium carbonate (2.5 g) were heated under reflux with stirring for 6 hours. The solvent was evaporated under reduced pressure, the residue treated with water and the precipitated compound collected by filtration. The product was treated with 5% sodium hydroxide aqueous solution and the mixture stirred for approximately 30 minutes. The solid was coll... Starting materials: O=S1(CCNCC1)=O (1,1-dioxothiomorpholine), N(=NC(=O)N1CCCCC1)C(=O)N1CCCCC1 (1,1′-(Azodicabonyl)dipiperidine), OC1=C(C=C2C=NC=NC2=C1)OC (7-hydroxy-6-methoxyquinazoline), C(CCC)P(CCCC)CCCC (tributylphosphine). Solvent: C(Cl)Cl (methylene chloride), CCOCC (ether). Reaction conditions: time 18 hour. Product: COC=1C=C2C=NC=NC2=CC1 (6-methoxyquinazoline). Yield: 10.7%. Reaction SMILES: N(C(N1CCCCC1)=O)=NC(N1CCCCC1)=O.O[C:20]1[CH:29]=[C:28]2[C:23]([CH:24]=[N:25][CH:26]=[N:27]2)=[CH:22][C:21]=1[O:30][CH3:31].C(P(CCCC)CCCC)CCC.O=S1(=O)CCNCC1>C(Cl)Cl.CCOCC>[CH3:31][O:30][C:21]1[CH:22]=[C:23]2[C:28](=[CH:29][CH:20]=1)[N:27]=[CH:26][N:25]=[CH:24]2. Procedure details: 1,1′-(Azodicabonyl)dipiperidine (525 mg, 2.1 mmol) was added in portions to a mixture of 44-chloro-2-fluoroanilino)-7-hydroxy-6-methoxyquinazoline (225 mg, 7.0 mmol), (prepared as described for the starting material in Example 2), tributylphosphine (420 mg, 2.11 mmol) and 42-hydroxyethyl)-1,1-dioxothiomorpholine (140 mg, 7.8 mmol) in methylene chloride (10 ml). The mixture was stirred for 18 hours, diluted with ether and the resulting precipitate was removed by filtration. The volatiles were rem...